The task is: describe an organic reaction: reactants, conditions, products, and yield. This data is from the Open Reaction Database (ORD), a public repository of structured organic reaction records. Reactants: C1CCOC1, O=CC1CCCC1, Cn1nnc(N(Cc2cc(C(F)(F)F)cc(C(F)(F)F)c2)Cc2cc(C(F)(F)F)ccc2Br)n1. The product is Cn1nnc(N(Cc2cc(C(F)(F)F)cc(C(F)(F)F)c2)Cc2cc(C(F)(F)F)ccc2C(O)C2CCCC2)n1. RXN SMILES: [CH2:42]1[O:43][CH2:44][CH2:45][CH2:46]1.[CH:35]1([CH:40]=[O:41])[CH2:36][CH2:37][CH2:38][CH2:39]1.[F:1][C:2]([c:3]1[cH:4][c:5]([CH2:6][N:7]([c:8]2[n:9][n:10][n:11]([CH3:13])[n:12]2)[CH2:14][c:15]2[c:16]([Br:25])[cH:17][cH:18][c:19]([C:21]([F:22])([F:23])[F:24])[cH:20]2)[cH:26][c:27]([C:29]([F:30])([F:31])[F:32])[cH:28]1)([F:33])[F:34]>>[F:1][C:2]([c:3]1[cH:4][c:5]([CH2:6][N:7]([c:8]2[n:9][n:10][n:11]([CH3:13])[n:12]2)[CH2:14][c:15]2[c:16]([CH:40]([CH:35]3[CH2:36][CH2:37][CH2:38][CH2:39]3)[OH:41])[cH:17][cH:18][c:19]([C:21]([F:22])([F:23])[F:24])[cH:20]2)[cH:26][c:27]([C:29]([F:30])([F:31])[F:32])[cH:28]1)([F:33])[F:34]. Reactants: CCCc1ccc(CCCC(=O)O)cc1, [Li]CCCC, C1CCOC1, [Cl-], O=C(Cl)C(=O)Cl, ClCCl, O=C1NC(Cc2ccccc2)CO1. Product: CCCc1ccc(CCCC(=O)N2C(=O)OCC2Cc2ccccc2)cc1. RXN SMILES: [CH2:1]([CH2:2][CH3:3])[c:4]1[cH:5][cH:6][c:7]([CH2:10][CH2:11][CH2:12][C:13](=[O:14])[OH:15])[cH:8][cH:9]1.[CH2:35]([Li:36])[CH2:37][CH2:38][CH3:39].[CH2:44]1[O:45][CH2:46][CH2:47][CH2:48]1.[Cl-:40].[Cl:16][C:17]([C:18]([Cl:19])=[O:20])=[O:21].[Cl:41][CH2:42][Cl:43].[c:22]1([CH2:28][CH:29]2[NH:30][C:31](=[O:34])[O:32][CH2:33]2)[cH:23][cH:24][cH:25][cH:26][cH:27]1>>[CH2:1]([CH2:2][CH3:3])[c:4]1[cH:5][cH:6][c:7]([CH2:10][CH2:11][CH2:12][C:13](=[O:15])[N:30]2[CH:29]([CH2:28][c:22]3[cH:23][cH:24][cH:25][cH:26][cH:27]3)[CH2:33][O:32][C:31]2=[O:34])[cH:8][cH:9]1. Starting materials: CC1=C(C(=O)O)NC(NC1=O)=O (5-methyl orotic acid), C1(CCCCC1)N=C=NC1CCCCC1 (N,N'-dicyclohexyl-carbodiimide), O.C(C1=CC(=O)NC(=O)N1)(=O)N[C@@H](CC1=CNC=N1)C(=O)N1[C@H](C(=O)N)CCC1 (orotyl-L-histidyl-L-prolinamide hydrate), ON1N=NC2=C1C=CC=C2 (1-hydroxybenzotriazole), ice. Solvent: CN(C=O)C (dimethylformamide), CN(C=O)C (dimethylformamide), CN(C=O)C (dimethylformamide), C(C)N(CC)CC (triethylamine). Run at time 12 hour. Yields the product O.O.O.CC1=C(C(=O)N[C@@H](CC2=CNC=N2)C(=O)N2[C@H](C(=O)N)CCC2)NC(NC1=O)=O (5-methyl-orotyl-L-histidyl-L-prolinamide trihydrate). RXN SMILES: [CH3:1][C:2]1[C:10](=[O:11])[NH:9][C:8](=[O:12])[NH:7][C:3]=1[C:4]([OH:6])=[O:5].[OH:13]N1C2C=CC=CC=2N=N1.C1(N=C=NC2CCCCC2)CCCCC1.O.C([NH:49][C@H:50]([C:57]([N:59]1[CH2:66][CH2:65][CH2:64][C@H:60]1[C:61]([NH2:63])=[O:62])=[O:58])[CH2:51][C:52]1[N:56]=[CH:55][NH:54][CH:53]=1)(=O)C1NC(=O)NC(=[O:43])C=1>CN(C)C=O.C(N(CC)CC)C>[OH2:5].[OH2:13].[OH2:43].[CH3:1][C:2]1[C:10](=[O:11])[NH:9][C:8](=[O:12])[NH:7][C:3]=1[C:4]([NH:49][C@H:50]([C:57]([N:59]1[CH2:66][CH2:65][CH2:64][C@H:60]1[C:61]([NH2:63])=[O:62])=[O:58])[CH2:51][C:52]1[N:56]=[CH:55][NH:54][CH:53]=1)=[O:6] |f:3.4,7.8.9.10|. Procedure details: To 100 ml of dimethylformamide are added, while stirring at room temperature, 17.0 g of 5-methyl orotic acid, 14.4 g of 1-hydroxybenzotriazole and 27.8 ml of triethylamine. After 10 minutes the mixture is chilled in an ice bath and 10 minutes later a solution of 20.6 g of N,N'-dicyclohexyl-carbodiimide in 30 ml of dimethylformamide and then L-histidyl-L-prolinamide dihydrobromide (obtained as described in Example 2 from 38.5 g of N-benzyloxycarbonyl-L-histidyl-L-prolinamide) and a further amount... The reactants are BrCCOc1ccc2c(-c3ccc(Br)cc3)nsc2c1, CNC, CCO, [Na+], O=C([O-])O. Yields the product CN(C)CCOc1ccc2c(-c3ccc(Br)cc3)nsc2c1. As a reaction SMILES: [Br:1][CH2:2][CH2:3][O:4][c:5]1[cH:6][c:7]2[c:8]([c:9](-[c:12]3[cH:13][cH:14][c:15]([Br:18])[cH:16][cH:17]3)[n:10][s:11]2)[cH:19][cH:20]1.[CH3:21][NH:22][CH3:23].[CH3:29][CH2:30][OH:31].[Na+:28].[O-:24][C:25]([OH:26])=[O:27]>>[CH2:2]([CH2:3][O:4][c:5]1[cH:6][c:7]2[c:8]([c:9](-[c:12]3[cH:13][cH:14][c:15]([Br:18])[cH:16][cH:17]3)[n:10][s:11]2)[cH:19][cH:20]1)[N:22]([CH3:21])[CH3:23]. Reactants: CO, CC(=CC(=O)O)C(F)(F)F. Product: CC(CC(=O)O)C(F)(F)F. RXN SMILES: [CH3:11][OH:12].[F:1][C:2]([C:3](=[CH:4][C:5](=[O:6])[OH:7])[CH3:8])([F:9])[F:10]>>[F:1][C:2]([CH:3]([CH2:4][C:5](=[O:6])[OH:7])[CH3:8])([F:9])[F:10]. The reactants are CI, CN(C)P(=O)(N(C)C)N(C)C, COC(=O)Cc1cc(C(=O)c2ccc(S(C)(=O)=O)cc2)c2cc(F)ccc2c1, CC(C)[N-]C(C)C, [Li+], C1CCOC1. The product is COC(=O)C(C)c1cc(C(=O)c2ccc(S(C)(=O)=O)cc2)c2cc(F)ccc2c1. As a reaction SMILES: [CH3:37][I:38].[CH3:44][N:45]([P:46]([N:47]([CH3:48])[CH3:49])([N:50]([CH3:51])[CH3:52])=[O:53])[CH3:54].[CH3:9][O:10][C:11]([CH2:12][c:13]1[cH:14][c:15]2[cH:16][cH:17][c:18]([F:35])[cH:19][c:20]2[c:21]([C:23]([c:24]2[cH:25][cH:26][c:27]([S:30](=[O:31])(=[O:32])[CH3:33])[cH:28][cH:29]2)=[O:34])[cH:22]1)=[O:36].[CH:1]([N-:2][CH:3]([CH3:4])[CH3:5])([CH3:6])[CH3:7].[Li+:8].[O:39]1[CH2:40][CH2:41][CH2:42][CH2:43]1>>[CH3:1][CH:12]([C:11]([O:10][CH3:9])=[O:36])[c:13]1[cH:14][c:15]2[cH:16][cH:17][c:18]([F:35])[cH:19][c:20]2[c:21]([C:23]([c:24]2[cH:25][cH:26][c:27]([S:30](=[O:31])(=[O:32])[CH3:33])[cH:28][cH:29]2)=[O:34])[cH:22]1.